From a dataset of the Open Reaction Database (ORD), a public repository of structured organic reaction records. describe an organic reaction: reactants, conditions, products, and yield Starting materials: Cl.C(C)(=O)C1CN2CCC1CC2 (3-acetyl quinuclidine hydrochloride), Cl.C(C#C)ON (O-2-propynyl-hydroxylamine hydrochloride). Solvent: CO (methanol). Product: C(C#C)ON=C(C)C1CN2CCC1CC2 ((1-azabicyclo-[2,2,2]-octane-3-yl)-ethanone O-2-propynyloxime). Isolated yield 56.2%. As a reaction SMILES: Cl.[C:2]([CH:5]1[CH:10]2[CH2:11][CH2:12][N:7]([CH2:8][CH2:9]2)[CH2:6]1)(=O)[CH3:3].Cl.[CH2:14]([O:17][NH2:18])[C:15]#[CH:16]>CO>[CH2:14]([O:17][N:18]=[C:2]([CH:5]1[CH:10]2[CH2:11][CH2:12][N:7]([CH2:8][CH2:9]2)[CH2:6]1)[CH3:3])[C:15]#[CH:16] |f:0.1,2.3|. Reported procedure: 1.8 g of 3-acetyl quinuclidine hydrochloride and 1.02 g of O-2-propynyl-hydroxylamine hydrochloride are heated for 20 minutes to reflux in 30 cm3 of methanol. After evaporating to dryness, the residue is chromatographed on silica (eluant: methanol-ethyl ether). An aqueous solution of potassium carbonate is added and extraction is carried out with ethyl acetate. The extracts are dried and distilled at 170° C. under 0.2 mbar. After cooling, 1.1 g of expected product is obtained. M.p.=56°-58° C. Reactants: CN(C)C=O, Clc1ccc2c(Cl)ccnc2c1, [Cu+2], C1CNC2C(C1)CCCC2N1CCCC1, O=S(=O)([O-])[O-]. The product is Clc1ccc2c(N3CCCC4CCCC(N5CCCC5)C43)ccnc2c1. RXN SMILES: [CH3:34][N:35]([CH3:36])[CH:37]=[O:38].[Cl:1][c:2]1[cH:3][cH:4][n:5][c:6]2[cH:7][c:8]([Cl:12])[cH:9][cH:10][c:11]12.[Cu+2:33].[N:13]1([CH:18]2[CH2:19][CH2:20][CH2:21][CH:22]3[CH2:23][CH2:24][CH2:25][NH:26][CH:27]23)[CH2:14][CH2:15][CH2:16][CH2:17]1.[S:28]([O-:29])([O-:30])(=[O:31])=[O:32]>>[c:2]1([N:26]2[CH2:25][CH2:24][CH2:23][CH:22]3[CH2:21][CH2:20][CH2:19][CH:18]([N:13]4[CH2:14][CH2:15][CH2:16][CH2:17]4)[CH:27]32)[cH:3][cH:4][n:5][c:6]2[cH:7][c:8]([Cl:12])[cH:9][cH:10][c:11]12. The reactants are BrCC1=CC=C(C(=O)OC)C=C1 (methyl 4-(bromomethyl)benzoate), BrC=1C=C(C=CC1)O (3-bromophenol), C([O-])([O-])=O.[K+].[K+] (potassium carbonate), O (water). The solvent is CC(=O)C (acetone). Reaction conditions: temperature 40 celsius, time 12 hour. Yields the product BrC=1C=C(OCC2=CC=C(C(=O)OC)C=C2)C=CC1 (methyl 4-((3-bromophenoxy)methyl)benzoate). Yield: 70.8%. As a reaction SMILES: Br[CH2:2][C:3]1[CH:12]=[CH:11][C:6]([C:7]([O:9][CH3:10])=[O:8])=[CH:5][CH:4]=1.[Br:13][C:14]1[CH:15]=[C:16]([OH:20])[CH:17]=[CH:18][CH:19]=1.C(=O)([O-])[O-].[K+].[K+].O>CC(C)=O>[Br:13][C:14]1[CH:15]=[C:16]([CH:17]=[CH:18][CH:19]=1)[O:20][CH2:2][C:3]1[CH:12]=[CH:11][C:6]([C:7]([O:9][CH3:10])=[O:8])=[CH:5][CH:4]=1 |f:2.3.4|. Procedure details: To a solution of methyl 4-(bromomethyl)benzoate (1 g, 4.4 mmol) in acetone (60 mL) were added 3-bromophenol (1 g, 5.8 mol) and potassium carbonate (1.24 g, 9 mmol). After stirring at 40° C. for 12 hours, the reaction mixture was poured into water (50 mL) and extracted with ethyl acetate (50 mL). The organic layer was separated, washed with water (30 mL) and concentrated to give a residue. The residue was purified by column chromatography (silica gel, petroleum ether/ethyl acetate=10:1) to give m... Reactants: C1N(CCOC=2C1=C1C=CNC1=CC2)C(=O)OC(C)(C)C (tert-butyl 1,3,4,8-tetrahydro-2H-[1,4]oxazepino[6,7-e]indole-2-carboxylate), C1N(CCOC=2C1=C1C=CNC1=CC2)C(=O)OC(C)(C)C (tert-butyl 1,3,4,8-tetrahydro-2H-[1,4]oxazepino[6,7-e]indole-2-carboxylate), [H-].[Na+] (NaH), CN(C)C=O (DMF), S1C(=CC=C1)S(=O)(=O)Cl (Thiophene-2-sulfonyl chloride). Solvent: N (NH3), CO (MeOH), CO (MeOH), CO (MeOH). Run at time 20 minute. Yields the product S1C(=CC=C1)S(=O)(=O)N1C=CC2=C3C(=CC=C12)OCCNC3 (8-(2-Thienylsulfonyl)-1,3,4,8-tetrahydro-2H-[1,4]oxazepino[6,7-e]indole). Yield: 61.0%. Reaction SMILES: [CH2:1]1[C:7]2=[C:8]3[C:12](=[CH:13][CH:14]=[C:6]2[O:5][CH2:4][CH2:3][N:2]1C(OC(C)(C)C)=O)[NH:11][CH:10]=[CH:9]3.[H-].[Na+].CN(C=O)C.[S:29]1[CH:33]=[CH:32][CH:31]=[C:30]1[S:34](Cl)(=[O:36])=[O:35]>N.CO>[S:29]1[CH:33]=[CH:32][CH:31]=[C:30]1[S:34]([N:11]1[C:12]2[C:8](=[C:7]3[CH2:1][NH:2][CH2:3][CH2:4][O:5][C:6]3=[CH:14][CH:13]=2)[CH:9]=[CH:10]1)(=[O:36])=[O:35] |f:1.2|. Procedure: tert-Butyl 1,3,4,8-tetrahydro-2H-[1,4]oxazepino[6,7-e]indole-2-carboxylate (Intermediate 18, 14 mg, 0.050 mmol), NaH (60% in mineral oil, 6.4 mg, 0.10 mmol) and dry DMF (0.2 mL) were shaken at room temperature for 10 minutes. Thiophene-2-sulfonyl chloride (18 mg, 0.10 mmol, in 0.15 mL of dry DMF) was added to the solution. The reaction mixture was shaken at room temperature for another 20 minutes and a mixture of MeOH/1 M HCl (3:1, 1 mL) was added. The reaction mixture was stirred overnight and ... Starting materials: C(C)N1N=CC=C1C(=O)O (1-ethyl-1H-pyrazole-5-carboxylic acid), S(O)(O)(=O)=O (sulphuric acid), C(C)O (ethanol). Yields the product C(C)N1N=CC=C1C(=O)OCC (Ethyl 1-ethyl-1H-pyrazole-5-carboxylate). As a reaction SMILES: [CH2:1]([N:3]1[C:7]([C:8]([OH:10])=[O:9])=[CH:6][CH:5]=[N:4]1)[CH3:2].S(=O)(=O)(O)O.[CH2:16](O)[CH3:17]>>[CH2:1]([N:3]1[C:7]([C:8]([O:10][CH2:16][CH3:17])=[O:9])=[CH:6][CH:5]=[N:4]1)[CH3:2]. Reported procedure: To a solution of 1-ethyl-1H-pyrazole-5-carboxylic acid (950 mg) (for example, available from Fluorochem) in ethanol (50 ml) was added sulphuric acid (0.5 ml) and the mixture stirred at reflux under nitrogen for 70 h. The solvent was removed in vacuo and the residue partitioned between DCM (25 ml) and saturated sodium bicarbonate solution (25 ml) and separated using a hydrophobic frit. The aqueous layer was washed with DCM (2×20 ml) and the organic phases were combined. The solvent was removed in...